This data is from the Open Reaction Database (ORD), a public repository of structured organic reaction records. The task is: describe an organic reaction: reactants, conditions, products, and yield Starting materials: CCN(CC)P1(=NC(C)(C)C)N(C)CCCN1C, O=[N+]([O-])c1ccc(Cl)nc1, Cl, COC(=O)CC1CCNCC1. Yields the product COC(=O)CC1CCN(c2ccc([N+](=O)[O-])cn2)CC1. Reaction SMILES: [C:23]([N:24]=[P:25]1([N:26]([CH2:27][CH3:28])[CH2:29][CH3:30])[N:31]([CH3:32])[CH2:33][CH2:34][CH2:35][N:36]1[CH3:37])([CH3:38])([CH3:39])[CH3:40].[Cl:1][c:2]1[n:3][cH:4][c:5]([N+:8](=[O:9])[O-:10])[cH:6][cH:7]1.[ClH:11].[NH:12]1[CH2:13][CH2:14][CH:15]([CH2:18][C:19](=[O:20])[O:21][CH3:22])[CH2:16][CH2:17]1>>[c:2]1([N:12]2[CH2:13][CH2:14][CH:15]([CH2:18][C:19](=[O:20])[O:21][CH3:22])[CH2:16][CH2:17]2)[n:3][cH:4][c:5]([N+:8](=[O:9])[O-:10])[cH:6][cH:7]1. The reactants are C(#N)N=C(NCCS)NC (N"-cyano-N-(2-mercaptoethyl)-N'-methylguanidine), [H-].[Na+] (sodium hydride), ClCC1=CC=C(O1)CN1C(C2=CC=CC=C2C1=O)=O (2-(5-chloromethyl-2-furanylmethyl)-1H-isoindole-1,3(2H)-dione). Run in CN(C=O)C (dimethylformamide), CN(C=O)C (dimethylformamide). Run at time 2 hour. Yields the product C(#N)N=C(NCCSCC=1OC(=CC1)CN1C(C2=CC=CC=C2C1=O)=O)NC (N"-Cyano-N-[2-[[5-[(1,3-dioxo-2H-isoindol-2-yl)methyl]-2-furanylmethyl]thio]ethyl]-N'-methylguanidine). Isolated yield 55.8%. RXN SMILES: [C:1]([N:3]=[C:4]([NH:9][CH3:10])[NH:5][CH2:6][CH2:7][SH:8])#[N:2].[H-].[Na+].Cl[CH2:14][C:15]1[O:19][C:18]([CH2:20][N:21]2[C:29](=[O:30])[C:28]3[C:23](=[CH:24][CH:25]=[CH:26][CH:27]=3)[C:22]2=[O:31])=[CH:17][CH:16]=1>CN(C)C=O>[C:1]([N:3]=[C:4]([NH:9][CH3:10])[NH:5][CH2:6][CH2:7][S:8][CH2:14][C:15]1[O:19][C:18]([CH2:20][N:21]2[C:22](=[O:31])[C:23]3[C:28](=[CH:27][CH:26]=[CH:25][CH:24]=3)[C:29]2=[O:30])=[CH:17][CH:16]=1)#[N:2] |f:1.2|. Reported procedure: To a stirred solution of N"-cyano-N-(2-mercaptoethyl)-N'-methylguanidine (1.0 g) and sodium hydride (0.152 g) in dry dimethylformamide (4 ml) at room temperature was added slowly a solution of 2-(5-chloromethyl-2-furanylmethyl)-1H-isoindole-1,3(2H)-dione (1.74 g) in dry dimethylformamide (8 ml). After stirring for 2 hr in the solution was evaporated to dryness and the oily residue suspended in an ethyl acetate (25 ml)-water (20 ml) mixture. The solid residue was filtered and crystallised from me...